Dataset: the Open Reaction Database (ORD), a public repository of structured organic reaction records. Task: describe an organic reaction: reactants, conditions, products, and yield Run at time 1 hour. Reaction SMILES: [C:1]([C@@:3]12[CH2:20][CH2:19][C:18]3[CH:17]=[C:16]([O:21][CH3:22])[CH:15]=[CH:14][C:13]=3[C@H:12]1[C:11](=[O:23])[CH2:10][C@@:8]1([CH3:9])[C@H:4]2[CH2:5][CH2:6][C@@H:7]1[O:24][CH:25]1[CH2:30][CH2:29][CH2:28][CH2:27][O:26]1)#[N:2].C(=O)(O)[O-].[Na+]>C1COCC1>[C:1]([C@@:3]12[CH2:20][CH2:19][C:18]3[CH:17]=[C:16]([O:21][CH3:22])[CH:15]=[CH:14][C:13]=3[C@H:12]1[CH:11]([OH:23])[CH2:10][C@@:8]1([CH3:9])[C@H:4]2[CH2:5][CH2:6][C@@H:7]1[O:24][CH:25]1[CH2:30][CH2:29][CH2:28][CH2:27][O:26]1)#[N:2] |f:1.2|. The reactants are C(#N)[C@@]12[C@@H]3CC[C@@H]([C@@]3(C)CC([C@@H]2C=2C=CC(=CC2CC1)OC)=O)OC1OCCCC1 (8β-cyano-3-methoxy-17β-(tetrahydropyran-2-yloxy)-estra-1,3,5(10)-trien-11-one), C([O-])(O)=O.[Na+] (sodium bicarbonate). Product: C(#N)[C@@]12[C@@H]3CC[C@@H]([C@@]3(C)CC([C@@H]2C=2C=CC(=CC2CC1)OC)O)OC1OCCCC1 (8β-cyano-3-methoxy-17β-(tetrahydropyran-2-yloxy)-estra-1,3,5(10)-trien-11-ol). Procedure details: A solution of 33.1 g of steroid 3 in 400 ml of THF was cooled to 0° C., mixed in portions with 51.0 g of LTBAH, and the solution was stirred for 1 hour while cooling was continued and for 1 hour at room temperature. 25 ml of saturated sodium bicarbonate solution was added in drops to the reaction solution at 0° C., the precipitate that was produced was separated by filtration on Celite, and the filtrate was concentrated by evaporation to a very large extent. The residue was extracted several tim... The solvent is C1CCOC1 (THF).